This data is from the Open Reaction Database (ORD), a public repository of structured organic reaction records. The task is: describe an organic reaction: reactants, conditions, products, and yield Starting materials: COC1=C(C=C(C(=O)O)C=C1)S(=O)(=O)N1CCCCC1 (4-methoxy-3-(piperidin-1-ylsulfonyl)benzoic acid), C(C)(C)C1=CC=C(N)C=C1 (4-isopropylaniline). Yields the product C(C)(C)C1=CC=C(C=C1)NC(C1=CC(=C(C=C1)OC)S(=O)(=O)N1CCCCC1)=O (N-(4-isopropylphenyl)-4-methoxy-3-(piperidin-1-ylsulfonyl)benzamide). As a reaction SMILES: [CH3:1][O:2][C:3]1[CH:11]=[CH:10][C:6]([C:7]([OH:9])=O)=[CH:5][C:4]=1[S:12]([N:15]1[CH2:20][CH2:19][CH2:18][CH2:17][CH2:16]1)(=[O:14])=[O:13].[CH:21]([C:24]1[CH:30]=[CH:29][C:27]([NH2:28])=[CH:26][CH:25]=1)([CH3:23])[CH3:22]>>[CH:21]([C:24]1[CH:30]=[CH:29][C:27]([NH:28][C:7](=[O:9])[C:6]2[CH:10]=[CH:11][C:3]([O:2][CH3:1])=[C:4]([S:12]([N:15]3[CH2:20][CH2:19][CH2:18][CH2:17][CH2:16]3)(=[O:14])=[O:13])[CH:5]=2)=[CH:26][CH:25]=1)([CH3:23])[CH3:22]. Reported procedure: The entitled compound was produced according to the method of Example 92 but using 4-methoxy-3-(piperidin-1-ylsulfonyl)benzoic acid and 4-isopropylaniline as the starting materials. Starting materials: C(C)(=O)OCC (ethyl acetate), C(C)OC(C1=CC=C(C=C1)C=1N=C2SC(=NN2C1)C1=CC=C(C=C1)O)=O (4-[2-(4-hydroxyphenyl)imidazo[2,1-b][1,3,4]thiadiazol-6-yl]benzoic acid ethyl ester), C([O-])([O-])=O.[K+].[K+] (potassium carbonate), BrCCCCCBr (1,5-dibromopentane). The solvent is CN(C=O)C (N,N-dimethylformamide). Conditions: time 6 hour. Yields the product COC(C1=CC=C(C=C1)C=1N=C2SC(=NN2C1)C1=CC=C(C=C1)OCCCCCOC)=O (4-[2-[4-(5-methoxypentyloxy)phenyl]imidazo[2,1-b][1,3,4]thiadiazol-6-yl]benzoic acid methyl ester). RXN SMILES: [CH2:1]([O:3][C:4](=[O:26])[C:5]1[CH:10]=[CH:9][C:8]([C:11]2[N:12]=[C:13]3[N:17]([CH:18]=2)[N:16]=[C:15]([C:19]2[CH:24]=[CH:23][C:22]([OH:25])=[CH:21][CH:20]=2)[S:14]3)=[CH:7][CH:6]=1)C.[C:27](=[O:30])([O-])[O-].[K+].[K+].Br[CH2:34][CH2:35][CH2:36][CH2:37][CH2:38]Br.C(OCC)(=O)C>CN(C)C=O>[CH3:1][O:3][C:4](=[O:26])[C:5]1[CH:10]=[CH:9][C:8]([C:11]2[N:12]=[C:13]3[N:17]([CH:18]=2)[N:16]=[C:15]([C:19]2[CH:20]=[CH:21][C:22]([O:25][CH2:34][CH2:35][CH2:36][CH2:37][CH2:38][O:30][CH3:27])=[CH:23][CH:24]=2)[S:14]3)=[CH:7][CH:6]=1 |f:1.2.3|. Procedure: To a suspension of 4-[2-(4-hydroxyphenyl)imidazo[2,1-b][1,3,4]thiadiazol-6-yl]benzoic acid ethyl ester (1 g) and potassium carbonate (4 g) in N,N-dimethylformamide (50 ml) was added 1,5-dibromopentane (2 ml) and the mixture was stirred at room temperature for 6 hours. The reaction mixture was pulverized with ethyl acetate. The precipitate was collected by filtration, washed with water and methanol. To a suspension of the powder in methanol (10 ml) was added sodium methylate (28% in methanol) (20... The yield is 75.0%. Product: C(C)N(CCNC1=CC=CC=C1)CC (N-(β-diethylaminoethyl)-aniline). Run in O (water). Reactants: NC1=CC=CC=C1 (aniline), C(C)N(CCO)CC (2-diethylaminoethanol), P(OC1=CC=CC=C1)(OC1=CC=CC=C1)OC1=CC=CC=C1 (triphenyl phosphite). As a reaction SMILES: [NH2:1][C:2]1[CH:7]=[CH:6][CH:5]=[CH:4][CH:3]=1.[CH2:8]([N:10]([CH2:14][CH3:15])[CH2:11][CH2:12]O)[CH3:9].P(OC1C=CC=CC=1)(OC1C=CC=CC=1)OC1C=CC=CC=1>O>[CH2:8]([N:10]([CH2:14][CH3:15])[CH2:11][CH2:12][NH:1][C:2]1[CH:7]=[CH:6][CH:5]=[CH:4][CH:3]=1)[CH3:9]. Procedure: 93 parts of aniline, 180 parts of 2-diethylaminoethanol and 10 parts of triphenyl phosphite are heated for 20 hours at 210° C in a stirred autoclave. The autoclave is then let down and the water of reaction formed, the excess aniline and the unconverted aminoalcohol are distilled under reduced pressure. 144 parts of N-(β-diethylaminoethyl)-aniline, corresponding to a yield of 75% of theory, distil at a boiling point of 185° - 187° C/15 mm Hg. The reactants are [BH3-]C#N, CC(=O)O, Cn1nc2cc(C(F)(F)F)cc(COCC3(c4ccc(F)cc4)CCN(C(=O)OC(C)(C)C)CC3)c2n1, [Na+], O=C(O)C(F)(F)F. The product is CN1CCC(COCc2cc(C(F)(F)F)cc3nn(C)nc23)(c2ccc(F)cc2)CC1. As a reaction SMILES: [C:38]([BH3-:39])#[N:40].[CH3:42][C:43](=[O:44])[OH:45].[F:1][c:2]1[cH:3][cH:4][c:5]([C:8]2([CH2:21][O:22][CH2:23][c:24]3[cH:25][c:26]([C:34]([F:35])([F:36])[F:37])[cH:27][c:28]4[n:29][n:30]([CH3:33])[n:31][c:32]34)[CH2:9][CH2:10][N:11]([C:14]([O:15][C:16]([CH3:17])([CH3:18])[CH3:19])=[O:20])[CH2:12][CH2:13]2)[cH:6][cH:7]1.[Na+:41].[OH:46][C:47]([C:48]([F:49])([F:50])[F:51])=[O:52]>>[F:1][c:2]1[cH:3][cH:4][c:5]([C:8]2([CH2:21][O:22][CH2:23][c:24]3[cH:25][c:26]([C:34]([F:35])([F:36])[F:37])[cH:27][c:28]4[n:29][n:30]([CH3:33])[n:31][c:32]34)[CH2:9][CH2:10][N:11]([CH3:14])[CH2:12][CH2:13]2)[cH:6][cH:7]1. The reactants are C(CC(O)(C(=O)OCC)CC(=O)OCC)(=O)OCC (triethyl citrate), [H][H] (hydrogen). The reagents and catalysts are catalyst B. Solvent: C(C)O (ethanol), C(C)O (ethanol). Product: OCCC1COCC1 (3-(2'-hydroxyethyl)tetrahydrofuran), OCC1CCOCC1 (4-hydroxymethyltetrahydropyran). Yield: 1.0%. RXN SMILES: C(OCC)(=O)C[C:3]([CH2:10][C:11]([O:13][CH2:14][CH3:15])=O)([C:5]([O:7][CH2:8][CH3:9])=O)O.[H][H]>C(O)C>[OH:7][CH2:5][CH2:3][CH:10]1[CH2:15][CH2:14][O:13][CH2:11]1.[OH:13][CH2:11][CH:10]1[CH2:9][CH2:8][O:7][CH2:5][CH2:3]1. Procedure details: 400 ml of triethyl citrate were hydrogenated at 200° C. and 200 bar together with 1100 ml of ethanol and 60 g of catalyst B (4-mm pellets) until the take-up of hydrogen had ceased. The reaction product was freed from ethanol and distilled under reduced pressure, giving 80 g (42%) of 3-(2'-hydroxyethyl)tetrahydrofuran and 1.8 g (1%) of 4-hydroxymethyltetrahydropyran. Reactants: ClC1=CC(=CC=C1)C(=O)OO (3-chloroperbenzoic acid), C(C)SCCCC=1N=C(N(C1)C(C1=CC=CC=C1)(C1=CC=CC=C1)C1=CC=CC=C1)F (4-(3-ethylthiopropyl)-2-fluoro-1-triphenylmethylimidazole), peracid. The solvent is C(Cl)Cl (CH2Cl2). Conditions: time 10 minute. Yields the product C(C)S(=O)CCCC=1N=C(N(C1)C(C1=CC=CC=C1)(C1=CC=CC=C1)C1=CC=CC=C1)F (4-(3-ethanesulphinylpropyl)-2-fluoro-1-triphenylmethylimidazole). As a reaction SMILES: [CH2:1]([S:3][CH2:4][CH2:5][CH2:6][C:7]1[N:8]=[C:9]([F:31])[N:10]([C:12]([C:25]2[CH:30]=[CH:29][CH:28]=[CH:27][CH:26]=2)([C:19]2[CH:24]=[CH:23][CH:22]=[CH:21][CH:20]=2)[C:13]2[CH:18]=[CH:17][CH:16]=[CH:15][CH:14]=2)[CH:11]=1)[CH3:2].ClC1C=CC=C(C(OO)=[O:40])C=1>C(Cl)Cl>[CH2:1]([S:3]([CH2:4][CH2:5][CH2:6][C:7]1[N:8]=[C:9]([F:31])[N:10]([C:12]([C:19]2[CH:24]=[CH:23][CH:22]=[CH:21][CH:20]=2)([C:25]2[CH:26]=[CH:27][CH:28]=[CH:29][CH:30]=2)[C:13]2[CH:18]=[CH:17][CH:16]=[CH:15][CH:14]=2)[CH:11]=1)=[O:40])[CH3:2]. Procedure details: A solution of ethanethiol in DMF was treated with sodium hydride, and then with 2-fluoro-4-(3-methanesulphonyloxypropyl)-1-triphenylmethylimidazole. After stirring at ambient temperature for 16 hours, the mixture was worked up by extraction and chromatography to give 4-(3-ethylthiopropyl)-2-fluoro-1-triphenylmethylimidazole, having the following n.m.r. in CDCl3 : 1.2 (t, 3H); 1.85 (quintet, 2H); 2.48 (q, 6H); 6.24 (s, 1H); 7.0-7.4 (m, 15H). This thioether was dissolved in CH2Cl2, cooled to 0°, a...